The task is: describe an organic reaction: reactants, conditions, products, and yield. This data is from the Open Reaction Database (ORD), a public repository of structured organic reaction records. Starting materials: Cl (hydrochloric acid), ClC1=C(C(=O)N(C=2SC=C(N2)C(=O)O)C2=CC=C(C=C2)OC(F)(F)F)C=CC(=C1)Cl (2-[(2,4-dichloro-benzoyl)-(4-trifluoromethoxy-phenyl)-amino]-thiazole-4-carboxylic acid), N1CCCC1 (pyrrolidine), C(=O)(N1C=NC=C1)N1C=NC=C1 (1,1′-carbonyldiimidazole). Run in ClCCl (dichloromethane). Run at time 16 hour. Yields the product ClC1=C(C(=O)N(C2=CC=C(C=C2)OC(F)(F)F)C=2SC=C(N2)C(=O)N2CCCC2)C=CC(=C1)Cl (2,4-Dichloro-N-[4-(pyrrolidine-1-carbonyl)thiazole-2-yl]-N-(4-trifluoromethoxy-phenyl)-benzamide). Yield: 66.0%. RXN SMILES: [Cl:1][C:2]1[CH:29]=[C:28]([Cl:30])[CH:27]=[CH:26][C:3]=1[C:4]([N:6]([C:15]1[CH:20]=[CH:19][C:18]([O:21][C:22]([F:25])([F:24])[F:23])=[CH:17][CH:16]=1)[C:7]1[S:8][CH:9]=[C:10]([C:12]([OH:14])=O)[N:11]=1)=[O:5].[NH:31]1[CH2:35][CH2:34][CH2:33][CH2:32]1.C(N1C=CN=C1)(N1C=CN=C1)=O.Cl>ClCCl>[Cl:1][C:2]1[CH:29]=[C:28]([Cl:30])[CH:27]=[CH:26][C:3]=1[C:4]([N:6]([C:7]1[S:8][CH:9]=[C:10]([C:12]([N:31]2[CH2:35][CH2:34][CH2:33][CH2:32]2)=[O:14])[N:11]=1)[C:15]1[CH:20]=[CH:19][C:18]([O:21][C:22]([F:24])([F:25])[F:23])=[CH:17][CH:16]=1)=[O:5]. Reported procedure: A mixture of 250 mg (0.52 mmol) 2-[(2,4-dichloro-benzoyl)-(4-trifluoromethoxy-phenyl)-amino]-thiazole-4-carboxylic acid, 57 μL (0.68 mmol) pyrrolidine and 110 mg (0.68 mmol) 1,1′-carbonyldiimidazole in 10 mL dichloromethane was stirred for 16 h at room temperature. The mixture was poured onto 0.5 N hydrochloric acid and extracted with dichloromethane. Organic phases were pooled, washed with water and brine and dried with MgSO4. Volatiles were removed in vacuo and the residue was purified by sili... Reactants: BrC1=CC=C2C(NN=C(C2=C1)CC=1C=CC(=C(C#N)C1)F)=O (5-((7-bromo-4-oxo-3,4-dihydrophthalazin-1-yl)methyl)-2-fluorobenzonitrile), [OH-].[K+] (potassium hydroxide), C(C)O (ethanol). The solvent is O (water). Reaction conditions: temperature 100 celsius. Yields the product BrC1=CC=C2C(NN=C(C2=C1)CC=1C=CC(=C(C(=O)O)C1)F)=O (5-((7-bromo-4-oxo-3,4-dihydrophthalazin-1-yl)methyl)-2-fluorobenzoic acid). The yield is 79.0%. Reaction SMILES: [Br:1][C:2]1[CH:11]=[C:10]2[C:5]([C:6](=[O:22])[NH:7][N:8]=[C:9]2[CH2:12][C:13]2[CH:14]=[CH:15][C:16]([F:21])=C([CH:20]=2)C#N)=[CH:4][CH:3]=1.[OH-:23].[K+].[CH2:25]([OH:27])[CH3:26]>O>[Br:1][C:2]1[CH:11]=[C:10]2[C:5]([C:6](=[O:22])[NH:7][N:8]=[C:9]2[CH2:12][C:13]2[CH:14]=[CH:15][C:16]([F:21])=[C:26]([CH:20]=2)[C:25]([OH:23])=[O:27])=[CH:4][CH:3]=1 |f:1.2|. Procedure: 5-((7-bromo-4-oxo-3,4-dihydrophthalazin-1-yl)methyl)-2-fluorobenzonitrile (96) (2.4 g, 6.70 mmol) and potassium hydroxide (3.76 g, 67.01 mmol) were added to ethanol (20 mL) and water (80 mL) and heated at 100° C. for 5 hours. The ethanol was evaporated off and the aqueous was extracted with ethyl acetate (1×75 mL). The aqueous was then acidified to pH1 with conc HCl to afford a solid, which was filtered, washed with water and dried to the desired material as a beige solid. (2.000 g, 79% yield); ... Starting materials: BrCC(=O)Br (bromoacetyl bromide), NC1=NC=C(C=C1)C (2-amino-5-picoline). Product: BrCC(=O)NC1=NC=C(C=C1)C (2-bromo-N-(5-methylpyridin-2-yl)acetamide). As a reaction SMILES: [Br:1][CH2:2][C:3](Br)=[O:4].[NH2:6][C:7]1[CH:12]=[CH:11][C:10]([CH3:13])=[CH:9][N:8]=1>>[Br:1][CH2:2][C:3]([NH:6][C:7]1[CH:12]=[CH:11][C:10]([CH3:13])=[CH:9][N:8]=1)=[O:4]. Reported procedure: The title compound was prepared in a manner similar to that described for Intermediate A16 (Step 5) starting from bromoacetyl bromide and 2-amino-5-picoline. The reactants are B#B (Diborane), C(C)C=1C=CC(=NC1)C (5-ethyl-2-methylpyridine). Run in C1(=CC=CC=C1)C (toluene). Yields the product solution, B.C(C)C=1C=CC(=NC1)C (5-ethyl-2-methylpyridine borane). RXN SMILES: [B:1]#B.[CH2:3]([C:5]1[CH:6]=[CH:7][C:8]([CH3:11])=[N:9][CH:10]=1)[CH3:4]>C1(C)C=CC=CC=1>[BH3:1].[CH2:3]([C:5]1[CH:6]=[CH:7][C:8]([CH3:11])=[N:9][CH:10]=1)[CH3:4] |f:3.4|. Reported procedure: Diborane (1.4 g) was added to a solution of 5-ethyl-2-methylpyridine (12.1 g) in toluene (50 ml) to form a 2M solution of 5-ethyl-2-methylpyridine borane. The temperature of the solution rose 4 degrees during the borane addition. The 11B NMR spectrum showed a quartet at δ=−13.3 ppm (1J(11B1H)=98 Hz). The DSC of the solution had an onset at 212° C. and an energy release of −152 J/g. The solvent was removed under vacuum from 30 ml (27.4 g) of the solution to leave a liquid product (6.4 g, 90% yiel... Starting materials: Br.NC1C(OCC1)=O (3-aminodihydrofuran-2(3H)-one hydrobromide), C(C1=CC=CC=C1)(C1=CC=CC=C1)=N (benzophenone imine). Run in O (water), C(Cl)Cl (DCM), C(Cl)Cl (DCM). Reaction conditions: time 3 day. The product is C1(=CC=CC=C1)C(C1=CC=CC=C1)=NC1C(OCC1)=O (3-[(diphenylmethylene)amino]dihydrofuran-2(3H)-one). Reaction SMILES: Br.[NH2:2][CH:3]1[CH2:7][CH2:6][O:5][C:4]1=[O:8].[C:9](=N)([C:16]1[CH:21]=[CH:20][CH:19]=[CH:18][CH:17]=1)[C:10]1[CH:15]=[CH:14][CH:13]=[CH:12][CH:11]=1>C(Cl)Cl.O>[C:10]1([C:9](=[N:2][CH:3]2[CH2:7][CH2:6][O:5][C:4]2=[O:8])[C:16]2[CH:17]=[CH:18][CH:19]=[CH:20][CH:21]=2)[CH:15]=[CH:14][CH:13]=[CH:12][CH:11]=1 |f:0.1|. Procedure: To a solution of 3-aminodihydrofuran-2(3H)-one hydrobromide (5 g, 27.5 mmol) in DCM (50 mL) was added benzophenone imine (5 g, 27.5 mmol) and the reaction mixture was stirred at RT for 3 days. The reaction mixture was diluted with water and DCM, the organic layer was extracted, washed with aquous sodium bicarbonate, brine, dried over sodium sulfate and concentrated in vacuo to give 3-[(diphenylmethylene)amino]dihydrofuran-2(3H)-one as a thick colorless gel which crystallized to a white solid.